This data is from the Open Reaction Database (ORD), a public repository of structured organic reaction records. The task is: describe an organic reaction: reactants, conditions, products, and yield Reactants: O=C(OO)c1cccc(Cl)c1, ClCCl, OCc1ccnc2ccccc12. Product: [O-][n+]1ccc(CO)c2ccccc21. As a reaction SMILES: [Cl:13][c:14]1[cH:15][cH:16][cH:17][c:18]([C:19]([O:20][OH:22])=[O:21])[cH:23]1.[Cl:24][CH2:25][Cl:26].[n:1]1[cH:2][cH:3][c:4]([CH2:11][OH:12])[c:5]2[cH:6][cH:7][cH:8][cH:9][c:10]12>>[n+:1]1([O-:21])[cH:2][cH:3][c:4]([CH2:11][OH:12])[c:5]2[cH:6][cH:7][cH:8][cH:9][c:10]12.